From a dataset of the Open Reaction Database (ORD), a public repository of structured organic reaction records. describe an organic reaction: reactants, conditions, products, and yield The reactants are S1C(=NC2=C1C=CC=C2)C2=C(N=C(NC2=O)C2CCN(CC2)C(=O)OCC2=CC=CC=C2)N[C@H]2CN(CCC2)C(=O)OC(C)(C)C (benzyl 4-[5-(1,3-benzothiazol-2-yl)-4-[[(3R)-1-[(tert-butoxy)carbonyl]piperidin-3-yl]amino]-6-oxo-1,6-dihydropyrimidin-2-yl]piperidine-1-carboxylate). Reagents/catalysts: [C].[Pd] (Palladium carbon). Run in CO (methanol). Conditions: time 8 hour. Product: S1C(=NC2=C1C=CC=C2)C2=C(N=C(NC2=O)C2CCNCC2)N[C@H]2CN(CCC2)C(=O)OC(C)(C)C (tert-butyl (3R)-3-[[5-(1,3-benzothiazol-2-yl)-6-oxo-2-(piperidin-4-yl)-1,6-dihydropyrimidin-4-yl]amino]piperidine-1-carboxylate). The yield is 94.0%. Reaction SMILES: [S:1]1[C:5]2[CH:6]=[CH:7][CH:8]=[CH:9][C:4]=2[N:3]=[C:2]1[C:10]1[C:15](=[O:16])[NH:14][C:13]([CH:17]2[CH2:22][CH2:21][N:20](C(OCC3C=CC=CC=3)=O)[CH2:19][CH2:18]2)=[N:12][C:11]=1[NH:33][C@@H:34]1[CH2:39][CH2:38][CH2:37][N:36]([C:40]([O:42][C:43]([CH3:46])([CH3:45])[CH3:44])=[O:41])[CH2:35]1>[C].[Pd].CO>[S:1]1[C:5]2[CH:6]=[CH:7][CH:8]=[CH:9][C:4]=2[N:3]=[C:2]1[C:10]1[C:15](=[O:16])[NH:14][C:13]([CH:17]2[CH2:18][CH2:19][NH:20][CH2:21][CH2:22]2)=[N:12][C:11]=1[NH:33][C@@H:34]1[CH2:39][CH2:38][CH2:37][N:36]([C:40]([O:42][C:43]([CH3:46])([CH3:45])[CH3:44])=[O:41])[CH2:35]1 |f:1.2|. Procedure details: Into a 10-mL round-bottom flask purged and maintained with an atmosphere of hydrogen, was placed a solution of benzyl 4-[5-(1,3-benzothiazol-2-yl)-4-[[(3R)-1-[(tert-butoxy)carbonyl]piperidin-3-yl]amino]-6-oxo-1,6-dihydropyrimidin-2-yl]piperidine-1-carboxylate (644 mg, 1.00 mmol, 1.00 equiv), Palladium carbon (64.4 mg) and methanol (20 mL). The resulting mixture was stirred overnight at room temperature. Filtration and evaporation gave 480 mg (94%) of the title compound as a light yellow solid, w... The reactants are ClC1=NC=CC(=N1)C=1C(=NN2C1C=CC=C2)C=2C=C(C=CC2)NC(C2=C(C=CC=C2F)F)=O (N-{3-[3-(2-chloro-4-pyrimidinyl)pyrazolo-[1,5-a]pyridin-2-yl]phenyl}-2,6-difluorobenzamide), C(C)N(CCCOC1=C(C=C(N)C=C1)F)CC (4-{[3-(diethylamino)-propyl]oxy}-3-fluoroaniline). Product: NC1=CC(=C(C=C1)OCCCN(C1=NC=CC(=N1)C=1C(=NN2C1C=CC=C2)C=2C=C(C=CC2)NC(C2=C(C=CC=C2F)F)=O)C)F (N-[3-(3-{2-[{3-[(4-Amino-2-fluorophenyl)oxy]propyl}(methyl)amino]-4-pyrimidinyl}pyrazolo[1,5-a]pyridin-2-yl)phenyl]-2,6-difluorobenzamide). Reaction SMILES: Cl[C:2]1[N:7]=[C:6]([C:8]2[C:9]([C:17]3[CH:18]=[C:19]([NH:23][C:24](=[O:33])[C:25]4[C:30]([F:31])=[CH:29][CH:28]=[CH:27][C:26]=4[F:32])[CH:20]=[CH:21][CH:22]=3)=[N:10][N:11]3[CH:16]=[CH:15][CH:14]=[CH:13][C:12]=23)[CH:5]=[CH:4][N:3]=1.[CH2:34]([N:36](CC)[CH2:37][CH2:38][CH2:39][O:40][C:41]1[CH:47]=[CH:46][C:44]([NH2:45])=[CH:43][C:42]=1[F:48])C>>[NH2:45][C:44]1[CH:46]=[CH:47][C:41]([O:40][CH2:39][CH2:38][CH2:37][N:36]([CH3:34])[C:2]2[N:7]=[C:6]([C:8]3[C:9]([C:17]4[CH:18]=[C:19]([NH:23][C:24](=[O:33])[C:25]5[C:26]([F:32])=[CH:27][CH:28]=[CH:29][C:30]=5[F:31])[CH:20]=[CH:21][CH:22]=4)=[N:10][N:11]4[CH:16]=[CH:15][CH:14]=[CH:13][C:12]=34)[CH:5]=[CH:4][N:3]=2)=[C:42]([F:48])[CH:43]=1. Procedure details: The title compound was prepared from N-{3-[3-(2-chloro-4-pyrimidinyl)pyrazolo-[1,5-a]pyridin-2-yl]phenyl}-2,6-difluorobenzamide and 4-{[3-(diethylamino)-propyl]oxy}-3-fluoroaniline in a manner analogous to Example 27, Step D. HRMS calcd for C37H34F3N7O2: 665.2726; found: 666.2804 (M+H+). The reactants are C(C)(C)[Mg]Cl (Isopropyl magnesium chloride), BrC1=C(C=CC(=C1)F)F (2-bromo-1,4-difluorobenzene), O=C1N(CCC1)C(=O)OC(C)(C)C (tert-Butyl 2-oxopyrrolidine-1-carboxylate). The solvent is C1CCOC1 (THF), C1CCOC1 (THF), C1CCOC1 (THF). Reaction conditions: time 1 hour. Product: FC1=C(C=C(C=C1)F)C1=CCCN1C(=O)OC(C)(C)C (tert-butyl 5-(2,5-difluorophenyl)-2,3-dihydro-1H-pyrrole-1-carboxylate). Isolated yield 83.3%. Reaction SMILES: C([Mg]Cl)(C)C.Br[C:7]1[CH:12]=[C:11]([F:13])[CH:10]=[CH:9][C:8]=1[F:14].O=[C:16]1[CH2:20][CH2:19][CH2:18][N:17]1[C:21]([O:23][C:24]([CH3:27])([CH3:26])[CH3:25])=[O:22]>C1COCC1>[F:14][C:8]1[CH:9]=[CH:10][C:11]([F:13])=[CH:12][C:7]=1[C:16]1[N:17]([C:21]([O:23][C:24]([CH3:27])([CH3:26])[CH3:25])=[O:22])[CH2:18][CH2:19][CH:20]=1. Procedure details: 2.0 M Isopropyl magnesium chloride solution in THF (163 mL, 324.3 mmol) was added to a solution of 2-bromo-1,4-difluorobenzene (62.5 g, 324.3 mmol) in THF (350 mL) at −40° C. and stirring was continued at 5° C. for 1 h. tert-Butyl 2-oxopyrrolidine-1-carboxylate (Step-1)(73 g, 392 mmol) in THF (150 mL) was added dropwise to above reaction mixture at −40° C. and stirring was continued at 10° C. for 2 h. Reaction mixture was quenched with saturated NH4Cl solution, extracted with EtOAc, dried over a...